From a dataset of the Open Reaction Database (ORD), a public repository of structured organic reaction records. describe an organic reaction: reactants, conditions, products, and yield Reactants: C(C)OC(C(NC1=CC=C(C=C1)C#N)C1=C(C(=CC(=C1)OCC)O[Si](C1=CC=CC=C1)(C1=CC=CC=C1)C(C)(C)C)F)=O ((RS)-[3-(tert-butyl-diphenyl-silanyloxy)-5-ethoxy-2-fluoro-phenyl]-(4-cyano-phenylamino)-acetic acid ethyl ester), [F-].C(CCC)[N+](CCCC)(CCCC)CCCC (tetrabutylammonium fluoride), CCOC(=O)C (EtOAc). Run in C1CCOC1 (THF), C1CCOC1 (THF). Conditions: temperature 0 celsius, time 4 hour. Product: C(C)OC(C(C1=C(C(=CC(=C1)OCC)O)F)NC1=CC=C(C=C1)C#N)=O ((RS)-(4-cyano-phenylamino)-(5-ethoxy-2-fluoro-3-hydroxy-phenyl)-acetic acid ethyl ester). The yield is 77.8%. As a reaction SMILES: [CH2:1]([O:3][C:4](=[O:43])[CH:5]([C:15]1[CH:20]=[C:19]([O:21][CH2:22][CH3:23])[CH:18]=[C:17]([O:24][Si](C(C)(C)C)(C2C=CC=CC=2)C2C=CC=CC=2)[C:16]=1[F:42])[NH:6][C:7]1[CH:12]=[CH:11][C:10]([C:13]#[N:14])=[CH:9][CH:8]=1)[CH3:2].[F-].C([N+](CCCC)(CCCC)CCCC)CCC.CCOC(C)=O>C1COCC1>[CH2:1]([O:3][C:4](=[O:43])[CH:5]([NH:6][C:7]1[CH:8]=[CH:9][C:10]([C:13]#[N:14])=[CH:11][CH:12]=1)[C:15]1[CH:20]=[C:19]([O:21][CH2:22][CH3:23])[CH:18]=[C:17]([OH:24])[C:16]=1[F:42])[CH3:2] |f:1.2|. Procedure details: A solution of 27.6 g (RS)-[3-(tert-butyl-diphenyl-silanyloxy)-5-ethoxy-2-fluoro-phenyl]-(4-cyano-phenylamino)-acetic acid ethyl ester described in example 3.4 in 470 ml THF was cooled to 0° C. and treated with 50.9 ml 1M tetrabutylammonium fluoride solution in THF. The reaction mixture was stirred at 0° C. for 4 hrs. The crude product was isolated by extraction with EtOAc and purified by chromatography on silica gel (cyclohexane/EtOAc) to yield 12.89 g (RS)-(4-cyano-phenylamino)-(5-ethoxy-2-fluo...